Dataset: the Open Reaction Database (ORD), a public repository of structured organic reaction records. Task: describe an organic reaction: reactants, conditions, products, and yield Reactants: COC=1C=C2C(=NC=NC2=CC1OC)N1CCC(CC1)N1C(NC2=CC=C(C=C2C1=O)[N+](=O)[O-])=O (3-[1-(6,7-dimethoxy-4-quinazolinyl)-4-piperidinyl]-1,2,3,4-tetrahydro-6-nitro-2,4-dioxoquinazoline), C1(CC1)CBr (cyclopropylmethyl bromide). The product is C1(CC1)CN1C(N(C(C2=CC(=CC=C12)[N+](=O)[O-])=O)C1CCN(CC1)C1=NC=NC2=CC(=C(C=C12)OC)OC)=O (1-Cyclopropylmethyl-3-[1-(6,7-dimethoxy-4-quinazolinyl)-4-piperidinyl]-1,2,3,4-tetrahydro-6-nitro-2,4-dioxoquinazoline). The yield is 27.0%. RXN SMILES: [CH3:1][O:2][C:3]1[CH:4]=[C:5]2[C:10](=[CH:11][C:12]=1[O:13][CH3:14])[N:9]=[CH:8][N:7]=[C:6]2[N:15]1[CH2:20][CH2:19][CH:18]([N:21]2[C:30](=[O:31])[C:29]3[C:24](=[CH:25][CH:26]=[C:27]([N+:32]([O-:34])=[O:33])[CH:28]=3)[NH:23][C:22]2=[O:35])[CH2:17][CH2:16]1.[CH:36]1([CH2:39]Br)[CH2:38][CH2:37]1>>[CH:36]1([CH2:39][N:23]2[C:24]3[C:29](=[CH:28][C:27]([N+:32]([O-:34])=[O:33])=[CH:26][CH:25]=3)[C:30](=[O:31])[N:21]([CH:18]3[CH2:19][CH2:20][N:15]([C:6]4[C:5]5[C:10](=[CH:11][C:12]([O:13][CH3:14])=[C:3]([O:2][CH3:1])[CH:4]=5)[N:9]=[CH:8][N:7]=4)[CH2:16][CH2:17]3)[C:22]2=[O:35])[CH2:38][CH2:37]1. Procedure: The procedure similar to that described in Example 1 was repeated, except that 300 mg (0.63 mmol) of Compound 24 was used and cyclopropylmethyl bromide was used in place of methyl iodide. As a result, 89 mg (yield: 27%) of Compound 26 was obtained as pale yellow crystals.